This data is from the Open Reaction Database (ORD), a public repository of structured organic reaction records. The task is: describe an organic reaction: reactants, conditions, products, and yield Reactants: N1CCCCC1 (piperidine), N1CCCCC1 (Piperidine), C1(CCCCC1)C=1C=2C=CC(=CC2N2C1C1=C(C=C(C2)C(CC(=O)OCC)=O)C=C(C=C1)OC)C(=O)OC(C)(C)C (tert-butyl 13-cyclohexyl-6-(3-ethoxy-3-oxopropanoyl)-3-methoxy-7H-indolo[2,1-a][2]benzazepine-10-carboxylate), C(C(C)C)=O (isobutyraldehyde). Run in CCO (EtOH). Reaction conditions: time 8 hour. Product: C1(CCCCC1)C=1C=2C=CC(=CC2N2C1C1=C(C=C(C2)C(/C(=C/C(C)C)/C(=O)OCC)=O)C=C(C=C1)OC)C(=O)OC(C)(C)C (tert-butyl 13-cyclohexyl-6-((2Z)-2-(ethoxycarbonyl)-4-methyl-2-pentenoyl)-3-methoxy-7H-indolo[2,1-a][2]benzazepine-10-carboxylate). Yield: 86.6%. Reaction SMILES: N1CCCCC1.[CH:7]1([C:13]2[C:14]3[CH:15]=[CH:16][C:17]([C:41]([O:43][C:44]([CH3:47])([CH3:46])[CH3:45])=[O:42])=[CH:18][C:19]=3[N:20]3[CH2:26][C:25]([C:27](=[O:34])[CH2:28][C:29]([O:31][CH2:32][CH3:33])=[O:30])=[CH:24][C:23]4[CH:35]=[C:36]([O:39][CH3:40])[CH:37]=[CH:38][C:22]=4[C:21]=23)[CH2:12][CH2:11][CH2:10][CH2:9][CH2:8]1.[CH:48](=O)[CH:49]([CH3:51])[CH3:50]>CCO>[CH:7]1([C:13]2[C:14]3[CH:15]=[CH:16][C:17]([C:41]([O:43][C:44]([CH3:46])([CH3:45])[CH3:47])=[O:42])=[CH:18][C:19]=3[N:20]3[CH2:26][C:25]([C:27](=[O:34])/[C:28](/[C:29]([O:31][CH2:32][CH3:33])=[O:30])=[CH:48]/[CH:49]([CH3:51])[CH3:50])=[CH:24][C:23]4[CH:35]=[C:36]([O:39][CH3:40])[CH:37]=[CH:38][C:22]=4[C:21]=23)[CH2:8][CH2:9][CH2:10][CH2:11][CH2:12]1. Reported procedure: Piperidine (17 μL, 0.18 mmol) was added to a stirring solution of tert-butyl 13-cyclohexyl-6-(3-ethoxy-3-oxopropanoyl)-3-methoxy-7H-indolo[2,1-a][2]benzazepine-10-carboxylate (1.0 g, 1.79 mmol) and isobutyraldehyde (16.4 mL, 179 mmol) in EtOH (9 mL) at room temperature. After 3 hrs of stirring an additional amount of piperidine (38 μL, 0.40 mmol) was added and the reaction was allowed to stir overnight at room temperature. The mixture was concentrated and was purified on silica gel (BIOTAGE®, Et... The reactants are C(Cl)Cl (methylene chloride), COCOC (dimethoxymethane), O.C1(=CC=C(C=C1)S(=O)(=O)O)C (p-toluenesulfonic acid monohydrate), 3A. The solvent is C(C)N(CC)CC (triethylamine). Product: COCOC=1C=C(C=O)C=CC1 (m-methoxymethoxybenzaldehyde). Isolated yield 60.0%. Reaction SMILES: C(Cl)Cl.[CH3:4][O:5][CH2:6][O:7][CH3:8].[OH2:9].[C:10]1([CH3:20])[CH:15]=[CH:14][C:13](S(O)(=O)=O)=C[CH:11]=1>C(N(CC)CC)C>[CH3:4][O:5][CH2:6][O:7][C:8]1[CH:11]=[C:10]([CH:15]=[CH:14][CH:13]=1)[CH:20]=[O:9] |f:2.3|. Procedure: m-Hydroxybenzaldehyde (32 g., 0.25 moles) methylene chloride (500 ml.), dimethoxymethane (100 ml., 1.13 moles), and p-toluenesulfonic acid monohydrate (250 mg.) were refluxed overnight under nitrogen using a Soxhlet extractor containing type 3A molecular sieves (150 g.). The reaction mixture was allowed to cool treated with triethylamine (2 ml.) to neutralize the acid catalyst and washed with 1N NaOH (2 × 200 ml.), water and dried (Na2SO4). Evaporation of solvent afforded a 28 g. residue, which ...